Dataset: the Open Reaction Database (ORD), a public repository of structured organic reaction records. Task: describe an organic reaction: reactants, conditions, products, and yield The reactants are C(C1=CC=CC=C1)OC1=C(C(=O)OCC2=CC=CC=C2)C=CC(=C1)I (Benzyl 2-benzyloxy-4-iodobenzoate), C1(=CC=CC=C1)C#C (phenylacetylene). Reagents/catalysts: [Cu]Br (copper (I) bromide), C=1C=CC(=CC1)[P](C=2C=CC=CC2)(C=3C=CC=CC3)[Pd]([P](C=4C=CC=CC4)(C=5C=CC=CC5)C=6C=CC=CC6)([P](C=7C=CC=CC7)(C=8C=CC=CC8)C=9C=CC=CC9)[P](C=1C=CC=CC1)(C=1C=CC=CC1)C=1C=CC=CC1 (tetrakis(triphenylphosphine)palladium(0)). The solvent is C(C)N(CC)CC (triethylamine). Run at time 3 hour. The product is C(C1=CC=CC=C1)OC1=C(C(=O)OCC2=CC=CC=C2)C=CC(=C1)C#CC1=CC=CC=C1 (benzyl 2-benzyloxy-4-phenylethynyl-benzoate). Yield: 27.9%. Reaction SMILES: [CH2:1]([O:8][C:9]1[CH:24]=[C:23](I)[CH:22]=[CH:21][C:10]=1[C:11]([O:13][CH2:14][C:15]1[CH:20]=[CH:19][CH:18]=[CH:17][CH:16]=1)=[O:12])[C:2]1[CH:7]=[CH:6][CH:5]=[CH:4][CH:3]=1.[C:26]1([C:32]#[CH:33])[CH:31]=[CH:30][CH:29]=[CH:28][CH:27]=1>C1C=CC([P]([Pd]([P](C2C=CC=CC=2)(C2C=CC=CC=2)C2C=CC=CC=2)([P](C2C=CC=CC=2)(C2C=CC=CC=2)C2C=CC=CC=2)[P](C2C=CC=CC=2)(C2C=CC=CC=2)C2C=CC=CC=2)(C2C=CC=CC=2)C2C=CC=CC=2)=CC=1.[Cu]Br.C(N(CC)CC)C>[CH2:1]([O:8][C:9]1[CH:24]=[C:23]([C:33]#[C:32][C:26]2[CH:31]=[CH:30][CH:29]=[CH:28][CH:27]=2)[CH:22]=[CH:21][C:10]=1[C:11]([O:13][CH2:14][C:15]1[CH:20]=[CH:19][CH:18]=[CH:17][CH:16]=1)=[O:12])[C:2]1[CH:7]=[CH:6][CH:5]=[CH:4][CH:3]=1 |^1:37,39,58,77|. Procedure details: Benzyl 2-benzyloxy-4-iodobenzoate (7.6 g) is added to triethylamine (120 mL) followed by phenylacetylene (2.94 g) then tetrakis(triphenylphosphine)palladium(0) (0.664 g) and copper (I) bromide (0.248 g). The resulting mixture is stirred at room temperature for 3 hours. The triethylamine is distilled off and the residue partitioned between ether (600 mL) and saturated aqueous ammonium chloride solution. The organic phase is dried over magnesium sulphate and evaporated. The residue is purified by ... The reactants are C(=O)(OC(C)(C)C)N[C@@H](CCCNC(=O)OCC1=CC=CC=C1)C(=O)N[C@@H](CO)C1=CC=CC=C1 ((R)-N2 -(Boc)-N5 -(Cbz)-(S)-N-(2-hydroxy-1-phenylethyl)ornithine amide), Cl.CCOC(=O)C (HCl EtOAc). Run in CO (MeOH). The product is Cl.C(=O)(OCC1=CC=CC=C1)NCCC[C@H](N)C(=O)N[C@@H](CO)C1=CC=CC=C1 ((R)-N5 -(Cbz)-(S)-N-(2-hydroxy-1-phenylethyl)ornithine amide hydrochloride). As a reaction SMILES: C([NH:8][C@H:9]([C:24]([NH:26][C@H:27]([C:30]1[CH:35]=[CH:34][CH:33]=[CH:32][CH:31]=1)[CH2:28][OH:29])=[O:25])[CH2:10][CH2:11][CH2:12][NH:13][C:14]([O:16][CH2:17][C:18]1[CH:23]=[CH:22][CH:21]=[CH:20][CH:19]=1)=[O:15])(OC(C)(C)C)=O.[ClH:36].CCOC(C)=O>CO>[ClH:36].[C:14]([NH:13][CH2:12][CH2:11][CH2:10][C@@H:9]([C:24]([NH:26][C@H:27]([C:30]1[CH:31]=[CH:32][CH:33]=[CH:34][CH:35]=1)[CH2:28][OH:29])=[O:25])[NH2:8])([O:16][CH2:17][C:18]1[CH:19]=[CH:20][CH:21]=[CH:22][CH:23]=1)=[O:15] |f:1.2,4.5|. Procedure details: Prepared according to the method described in Example 1(b) above from (R)-N2 -(Boc)-N5 -(Cbz)-(S)-N-(2-hydroxy-1-phenylethyl)ornithine amide (3.2 g; 6.6 mmol; from step (a) above), 25 mL of MeOH and 100 mL of HCl/EtOAc, yielding 2.0 g of the sub-title compound as white crystals. The reactants are ClC=1C=C(C=CC1S(=O)(=O)C)[C@H](C(=O)N)CC1CCCC1 (2(R)-(3-chloro-4-methanesulfonyl-phenyl)-3-cyclopentyl-propionamide), CN=C=O (methyl isocyanate). The solvent is C1(=CC=CC=C1)C (toluene). Reaction conditions: temperature 100 celsius. Product: hexanes ethyl acetate, ClC=1C=C(C=CC1S(=O)(=O)C)[C@H](C(=O)NC(=O)NC)CC1CCCC1 (1-[2(R)-(3-chloro-4-methanesulfonyl-phenyl)-3-cyclopentyl-propionyl]-3-methyl-urea). The yield is 41.7%. Reaction SMILES: [Cl:1][C:2]1[CH:3]=[C:4]([C@@H:12]([CH2:16][CH:17]2[CH2:21][CH2:20][CH2:19][CH2:18]2)[C:13]([NH2:15])=[O:14])[CH:5]=[CH:6][C:7]=1[S:8]([CH3:11])(=[O:10])=[O:9].[CH3:22][N:23]=[C:24]=[O:25]>C1(C)C=CC=CC=1>[Cl:1][C:2]1[CH:3]=[C:4]([C@@H:12]([CH2:16][CH:17]2[CH2:21][CH2:20][CH2:19][CH2:18]2)[C:13]([NH:15][C:24]([NH:23][CH3:22])=[O:25])=[O:14])[CH:5]=[CH:6][C:7]=1[S:8]([CH3:11])(=[O:10])=[O:9]. Procedure details: A solution of 2(R)-(3-chloro-4-methanesulfonyl-phenyl)-3-cyclopentyl-propionamide (160 mg, 0.49 mmol) in toluene (5 mL) was treated with methyl isocyanate (0.12 mL, 1.94 mmol). The reaction mixture was then heated at 100° C. for 16 h. At this time, the reaction was concentrated in vacuo. Biotage chromatography (FLASH 40S, Silica, 60/40 hexanes/ethyl acetate) afforded 1-[2(R)-(3-chloro-4-methanesulfonyl-phenyl)-3-cyclopentyl-propionyl]-3-methyl-urea (79 mg, 42%) as a white foam: [α]23589=−8.9° (c... Reported procedure: 17.0 g of sodium triacetoxyborohydride (80.0 mmol) was added to a solution of 15.0 g of (1,1-dimethyl-2-oxoethyl)carbamic acid t-butyl ester obtained in Reference Example 3 (80.0 mmol), 5.16 g of 2,6-difluoroaniline (40.0 mmol) and 2.09 ml of acetic acid (40.0 mmol) in methylene chloride (400 ml) under ice-cooling, and the mixture was stirred at room temperature for 19 hours. A saturated sodium bicarbonate aqueous solution was added to the reaction mixture, followed by extraction with methylene ... Reaction conditions: time 19 hour. Yield: 30.6%. Reactants: FC1=C(N)C(=CC=C1)F (2,6-difluoroaniline), C(C)(=O)O[BH-](OC(C)=O)OC(C)=O.[Na+] (sodium triacetoxyborohydride), C(C)(C)(C)OC(NC(C=O)(C)C)=O ((1,1-dimethyl-2-oxoethyl)carbamic acid t-butyl ester), C(C)(=O)O (acetic acid), Example 3, C([O-])(O)=O.[Na+] (sodium bicarbonate). Solvent: C(Cl)Cl (methylene chloride). Yields the product C(C)(C)(C)OC(NC(CNC1=C(C=CC=C1F)F)(C)C)=O ([2-(2,6-Difluorophenylamino)-1,1-dimethylethyl]carbamic acid t-butyl ester). As a reaction SMILES: C(O[BH-](OC(=O)C)OC(=O)C)(=O)C.[Na+].[C:15]([O:19][C:20](=[O:27])[NH:21][C:22]([CH3:26])([CH3:25])[CH:23]=O)([CH3:18])([CH3:17])[CH3:16].[F:28][C:29]1[CH:35]=[CH:34][CH:33]=[C:32]([F:36])[C:30]=1[NH2:31].C(O)(=O)C.C(=O)(O)[O-].[Na+]>C(Cl)Cl>[C:15]([O:19][C:20](=[O:27])[NH:21][C:22]([CH3:26])([CH3:25])[CH2:23][NH:31][C:30]1[C:29]([F:28])=[CH:35][CH:34]=[CH:33][C:32]=1[F:36])([CH3:18])([CH3:17])[CH3:16] |f:0.1,5.6|.